Dataset: the Open Reaction Database (ORD), a public repository of structured organic reaction records. Task: describe an organic reaction: reactants, conditions, products, and yield The reactants are COc1ccc(CCBr)cc1OC, CCOC(=O)C(C)(C)Sc1cnc(N)s1, CC1CCC(N(CCc2ccccc2)C(=O)Nc2ncc(SC(C)(C)C(=O)O)s2)CC1. The product is COc1ccc(CCN(C(=O)Nc2ncc(SC(C)(C)C(=O)O)s2)C2CCC(C)CC2)cc1OC. As a reaction SMILES: [Br:32][CH2:33][CH2:34][c:35]1[cH:36][c:37]([O:43][CH3:44])[c:38]([O:41][CH3:42])[cH:39][cH:40]1.[CH2:45]([O:46][C:47](=[O:48])[C:49]([S:50][c:51]1[s:52][c:53]([NH2:54])[n:55][cH:56]1)([CH3:57])[CH3:58])[CH3:59].[CH3:1][C:2]([C:3](=[O:4])[OH:5])([CH3:6])[S:7][c:8]1[cH:9][n:10][c:11]([NH:13][C:14](=[O:15])[N:16]([CH2:17][CH2:18][c:19]2[cH:20][cH:21][cH:22][cH:23][cH:24]2)[CH:25]2[CH2:26][CH2:27][CH:28]([CH3:31])[CH2:29][CH2:30]2)[s:12]1>>[CH3:1][C:2]([C:3](=[O:4])[OH:5])([CH3:6])[S:7][c:8]1[cH:9][n:10][c:11]([NH:13][C:14](=[O:15])[N:16]([CH:25]2[CH2:26][CH2:27][CH:28]([CH3:31])[CH2:29][CH2:30]2)[CH2:33][CH2:34][c:35]2[cH:36][c:37]([O:43][CH3:44])[c:38]([O:41][CH3:42])[cH:39][cH:40]2)[s:12]1. Yields the product O=[N+]([O-])c1ccc2nn(CCN3CCCC3)cc2c1. Reaction SMILES: [C:13](=[O:14])([O-:15])[O-:16].[CH3:28][N:29]([CH3:30])[CH:31]=[O:32].[Cl:20][CH2:21][CH2:22][N:23]1[CH2:24][CH2:25][CH2:26][CH2:27]1.[ClH:19].[K+:17].[K+:18].[N+:1](=[O:2])([O-:3])[c:4]1[cH:5][c:6]2[cH:7][n:8][nH:9][c:10]2[cH:11][cH:12]1>>[N+:1](=[O:2])([O-:3])[c:4]1[cH:5][c:6]2[cH:7][n:8]([CH2:21][CH2:22][N:23]3[CH2:24][CH2:25][CH2:26][CH2:27]3)[n:9][c:10]2[cH:11][cH:12]1. Reactants: O=C([O-])[O-], CN(C)C=O, ClCCN1CCCC1, Cl, [K+], [K+], O=[N+]([O-])c1ccc2[nH]ncc2c1. Reactants: ClC1CC2=C(OC3=C1C=C(C=C3)C)C=CC(=C2)C (10-chloro-10,11-dihydro-2,8-dimethyl-dibenz[b,f]oxepin), CN1CCNCC1 (1-methyl-piperazine). Run in C(Cl)(Cl)Cl (chloroform). The product is CC1=CC2=C(OC3=C(C(C2)N2CCN(CC2)C)C=C(C=C3)C)C=C1 (1-[10,11-dihydro-2,8-dimethyl-dibenz[b,f]oxepin-10-yl]-4-methyl-piperazine). As a reaction SMILES: Cl[CH:2]1[C:8]2[CH:9]=[C:10]([CH3:13])[CH:11]=[CH:12][C:7]=2[O:6][C:5]2[CH:14]=[CH:15][C:16]([CH3:18])=[CH:17][C:4]=2[CH2:3]1.[CH3:19][N:20]1[CH2:25][CH2:24][NH:23][CH2:22][CH2:21]1>C(Cl)(Cl)Cl>[CH3:18][C:16]1[CH:15]=[CH:14][C:5]2[O:6][C:7]3[CH:12]=[CH:11][C:10]([CH3:13])=[CH:9][C:8]=3[CH:2]([N:23]3[CH2:24][CH2:25][N:20]([CH3:19])[CH2:21][CH2:22]3)[CH2:3][C:4]=2[CH:17]=1. Reported procedure: 0.8 G. of 10-chloro-10,11-dihydro-2,8-dimethyl-dibenz[b,f]oxepin and 0.58 g. of 1-methyl-piperazine are dissolved in 4 ml. of chloroform and heated at reflux for 21 hours. Then, the chloroform is evaporated in vacuo. The residue is partitioned between benzene and aqueous sodium carbonate solution. The benzene solution is extracted with dilute hydrochloric acid. The hydrochloric acid extract is made alkaline with sodium carbonate and extracted with benzene. Thereafter, the benzene extract is wash... Reactants: CO, CSc1ccc(O)cc1, [O-][I+3]([O-])([O-])[O-], [Na+], O. Product: CS(=O)(=O)c1ccc(O)cc1. RXN SMILES: [CH3:17][OH:18].[CH3:1][S:2][c:3]1[cH:4][cH:5][c:6]([OH:9])[cH:7][cH:8]1.[I+3:10]([O-:11])([O-:12])([O-:13])[O-:14].[Na+:15].[OH2:16]>>[CH3:1][S:2]([c:3]1[cH:4][cH:5][c:6]([OH:9])[cH:7][cH:8]1)(=[O:11])=[O:16].